From a dataset of the Open Reaction Database (ORD), a public repository of structured organic reaction records. describe an organic reaction: reactants, conditions, products, and yield Starting materials: CNCCO, ClCCl, O=C(Cl)c1ccco1. Yields the product CN(CCO)C(=O)c1ccco1. RXN SMILES: [CH3:1][NH:2][CH2:3][CH2:4][OH:5].[Cl:14][CH2:15][Cl:16].[o:6]1[c:7]([C:11](=[O:12])[Cl:13])[cH:8][cH:9][cH:10]1>>[CH3:1][N:2]([CH2:3][CH2:4][OH:5])[C:11]([c:7]1[o:6][cH:10][cH:9][cH:8]1)=[O:12].